Dataset: the Open Reaction Database (ORD), a public repository of structured organic reaction records. Task: describe an organic reaction: reactants, conditions, products, and yield Reactants: C(=O)(C(F)(F)F)O (TFA), CC(C)(C)N(C([O-])=O)CC1=C(C(=C(C=C1)Cl)OC1=CC(=CC(=C1)C1CC1)C#N)F (1,1-dimethylethyl({4-chloro-3-[(3-cyano-5-cyclopropylphenyl)oxy]-2-fluorophenyl}methyl)carbamate), C([O-])(O)=O.[Na+] (sodium bicarbonate). Solvent: CCOC(=O)C (EtOAc), C(Cl)Cl (DCM). Run at time 30 minute. The product is NCC=1C(=C(C(=CC1)Cl)OC=1C=C(C#N)C=C(C1)C1CC1)F (3-{[3-(aminomethyl)-6-chloro-2-fluorophenyl]oxy}-5-cyclopropylbenzonitrile). Isolated yield 88.8%. As a reaction SMILES: CC([N:5]([CH2:9][C:10]1[CH:15]=[CH:14][C:13]([Cl:16])=[C:12]([O:17][C:18]2[CH:23]=[C:22]([CH:24]3[CH2:26][CH2:25]3)[CH:21]=[C:20]([C:27]#[N:28])[CH:19]=2)[C:11]=1[F:29])C(=O)[O-])(C)C.C(O)(C(F)(F)F)=O.C(=O)(O)[O-].[Na+]>C(Cl)Cl.CCOC(C)=O>[NH2:5][CH2:9][C:10]1[C:11]([F:29])=[C:12]([O:17][C:18]2[CH:19]=[C:20]([CH:21]=[C:22]([CH:24]3[CH2:25][CH2:26]3)[CH:23]=2)[C:27]#[N:28])[C:13]([Cl:16])=[CH:14][CH:15]=1 |f:2.3|. Procedure details: To a solution of 1,1-dimethylethyl({4-chloro-3-[(3-cyano-5-cyclopropylphenyl)oxy]-2-fluorophenyl}methyl)carbamate (880 mg, 2.111 mmol) dissolved in DCM (15 ml) was added TFA (5.0 ml) and the reaction mixture was stirred for 30 minutes at RT. The reaction mixture was neutralized with saturated sodium bicarbonate, diluted with EtOAc, and the organics layer was separated. The solvent was evaporated and the crude material was purifed via silica gel chromatography to give 3-{[3-(aminomethyl)-6-chloro...